This data is from the Open Reaction Database (ORD), a public repository of structured organic reaction records. The task is: describe an organic reaction: reactants, conditions, products, and yield Reactants: 21.59, [Al+3].[Cl-].[Cl-].[Cl-] (AlCl3), CC(C(=O)C1=CC=C(C=C1)OC1=CC=CC=C1)(C)N1CCOCC1 (2-methyl-2-morpholin-yl-1-(4-phenoxy-phenyl)-propan-1-one), BrC(C(=O)Br)(C)C (α-bromoisobutyrylbromide). Run in ClCCl (dichloromethane). Yields the product BrC(C(=O)C1=CC=C(OC2=CC=C(C=C2)C(C(C)(N2CCOCC2)C)=O)C=C1)(C)C (1-{4-[4-(2-bromo-2-methyl-propionyl)-phenoxy]-phenyl}-2-methyl-2-morpholin-4-yl-propan-1-one). Isolated yield 100.0%. RXN SMILES: [Al+3].[Cl-].[Cl-].[Cl-].[CH3:5][C:6]([N:23]1[CH2:28][CH2:27][O:26][CH2:25][CH2:24]1)([CH3:22])[C:7]([C:9]1[CH:14]=[CH:13][C:12]([O:15][C:16]2[CH:21]=[CH:20][CH:19]=[CH:18][CH:17]=2)=[CH:11][CH:10]=1)=[O:8].[Br:29][C:30]([CH3:35])([CH3:34])[C:31](Br)=[O:32]>ClCCl>[Br:29][C:30]([CH3:35])([CH3:34])[C:31]([C:19]1[CH:20]=[CH:21][C:16]([O:15][C:12]2[CH:13]=[CH:14][C:9]([C:7](=[O:8])[C:6]([CH3:5])([N:23]3[CH2:24][CH2:25][O:26][CH2:27][CH2:28]3)[CH3:22])=[CH:10][CH:11]=2)=[CH:17][CH:18]=1)=[O:32] |f:0.1.2.3|. Procedure details: 21.59 (0.162 mol) of AlCl3 were added in portion to a solution of 12 g (0.0369 mol) of 2-methyl-2-morpholin-yl-1-(4-phenoxy-phenyl)-propan-1-one and 9.57 g of (0.0406 mol) of α-bromoisobutyrylbromide (97.5% w/w) in 240 ml of dichloromethane, between 0 and 5° C. under stirring. At the end of the addition the temperature was brought to 25° C. then after 2.5 h the reaction was quenched with 500 ml of water and ice. The organic phase was separated and washed with water and 5% NaOH, dried on sodium s... Reactants: CC(=CCSC1=CC=C(OCCN)C=C1)C (2-[4-(3-methyl-2-butenylthio)phenoxy]ethylamine), ClC(=O)OCC (ethyl chloroformate). Yields the product CC(=CCSC1=CC=C(OCCNC(OCC)=O)C=C1)C (ethyl N-{2-[4-(3-methyl-2-butenylthio)phenoxy]ethyl}carbamate), compound 43. As a reaction SMILES: [CH3:1][C:2]([CH3:16])=[CH:3][CH2:4][S:5][C:6]1[CH:15]=[CH:14][C:9]([O:10][CH2:11][CH2:12][NH2:13])=[CH:8][CH:7]=1.Cl[C:18]([O:20][CH2:21][CH3:22])=[O:19]>>[CH3:1][C:2]([CH3:16])=[CH:3][CH2:4][S:5][C:6]1[CH:15]=[CH:14][C:9]([O:10][CH2:11][CH2:12][NH:13][C:18](=[O:19])[O:20][CH2:21][CH3:22])=[CH:8][CH:7]=1. Procedure: Following the procedure of Example 13, 2-[4-(3-methyl-2-butenylthio)phenoxy]ethylamine is prepared and is reacted with ethyl chloroformate to give ethyl N-{2-[4-(3-methyl-2-butenylthio)phenoxy]ethyl}carbamate (compound 43, Table A). The reactants are C(C1=CC=CC=C1)OC(N(CC1=CC=C(C=C1)NCC1=CC=C(C=C1)CN(CC=1N(C=CN1)C)CC=1NC=CN1)C1CCCCC1)=O (cyclohexyl-[4-(4-{[(1H-imidazol-2-ylmethyl)-(1-methyl-1H-imidazol-2-ylmethyl)amino]methyl}benzylamino)benzyl]carbamic acid benzyl ester), CO (methanol), [H][H] (hydrogen). The reagents and catalysts are [C].[Pd] (palladium-carbon). The solvent is C(C)O (ethanol). Run at time 3 hour. The product is C1(CCCCC1)NCC1=CC=C(C=C1)NC(C1=CC=C(C=C1)CN(CC=1N(C=CN1)C)CC=1NC=CN1)=O (N-(4-cyclohexylaminomethylphenyl)-4-{[(1H-imidazol-2-ylmethyl)-(1-methyl-1H-imidazol-2-ylmethyl)-amino]-methyl}-benzamide). Reaction SMILES: C(OC(=O)[N:10]([CH:41]1[CH2:46][CH2:45][CH2:44][CH2:43][CH2:42]1)[CH2:11][C:12]1[CH:17]=[CH:16][C:15]([NH:18][CH2:19][C:20]2[CH:25]=[CH:24][C:23]([CH2:26][N:27]([CH2:35][C:36]3[NH:37][CH:38]=[CH:39][N:40]=3)[CH2:28][C:29]3[N:30]([CH3:34])[CH:31]=[CH:32][N:33]=3)=[CH:22][CH:21]=2)=[CH:14][CH:13]=1)C1C=CC=CC=1.[H][H].C[OH:51]>C(O)C.[C].[Pd]>[CH:41]1([NH:10][CH2:11][C:12]2[CH:13]=[CH:14][C:15]([NH:18][C:19](=[O:51])[C:20]3[CH:21]=[CH:22][C:23]([CH2:26][N:27]([CH2:35][C:36]4[NH:40][CH:39]=[CH:38][N:37]=4)[CH2:28][C:29]4[N:30]([CH3:34])[CH:31]=[CH:32][N:33]=4)=[CH:24][CH:25]=3)=[CH:16][CH:17]=2)[CH2:42][CH2:43][CH2:44][CH2:45][CH2:46]1 |f:4.5|. Procedure details: The compound (212 mg) obtained in Example 87-5 was dissolved in methanol (10 ml). After having been cooled with ice, the solution was added with a suspension of 10% palladium-carbon (105 mg) in ethanol (3.0 ml). After having been subjected to hydrogen displacement, the mixture was stirred under a hydrogen atmosphere at room temperature for 3 hours. After the reaction, the solution was filtrated through Celite and the solvent was then distilled off. Then, the residue was purified through silica g...